From a dataset of the Open Reaction Database (ORD), a public repository of structured organic reaction records. describe an organic reaction: reactants, conditions, products, and yield Reactants: OC1=CC=C(C=2C=CC=NC12)C(=O)O (8-hydroxy-5-quinolinecarboxylic acid), CO (methanol), S(O)(O)(=O)=O (sulfuric acid). The product is OC1=CC=C(C=2C=CC=NC12)C(=O)OC (Methyl 8-hydroxy-5-quinolincarboxylate). Reaction SMILES: [OH:1][C:2]1[C:11]2[N:10]=[CH:9][CH:8]=[CH:7][C:6]=2[C:5]([C:12]([OH:14])=[O:13])=[CH:4][CH:3]=1.S(=O)(=O)(O)O.[CH3:20]O>>[OH:1][C:2]1[C:11]2[N:10]=[CH:9][CH:8]=[CH:7][C:6]=2[C:5]([C:12]([O:14][CH3:20])=[O:13])=[CH:4][CH:3]=1. Reported procedure: 16.25 g (86 mmol) of 8-hydroxy-5-quinolinecarboxylic acid were dissolved in 70 ml of methanol, 3 ml of concentrated sulfuric acid were added and the mixture was heated under reflux for 25 hours. The solvent was then removed and the residue was taken up in ice-water, adjusted to a pH of 8 using sodium carbonate solution and filtered hot. The residue was extracted with methyl-tert-butyl ether for 7 hours on a jacketed Soxhlet extractor, and the solvent was subsequently removed from the extract. Th... The reactants are N,N'-carbonyldiimidazole, FC=1C=CC2=C(C(N3[C@H](C=4N2C=NC4C(=O)O)CCC3)=O)C1 ((S)-7-fluoro-11,12,13,13a-tetrahydro-9-oxo-9H-imidazo[1,5-a]pyrrolo[2,1-c][1,4]benzodiazepine-1-carboxylic acid), O (water). The solvent is CN(C=O)C (N,N-dimethylformamide). Run at time 1 hour. The product is FC=1C=CC2=C(C(N3[C@H](C=4N2C=NC4C(=O)N4C=NC=C4)CCC3)=O)C1 (1-[[(S)-7-fluoro-11,12,13,13a-tetrahydro-9-oxo-9H-imidazo[1,5-a]pyrrolo[2,1-c][1,4]benzodiazepin-1-yl]carbonyl]imidazole). As a reaction SMILES: [F:1][C:2]1[CH:3]=[CH:4][C:5]2[N:11]3[CH:12]=[N:13][C:14]([C:15](O)=[O:16])=[C:10]3[C@@H:9]3[CH2:18][CH2:19][CH2:20][N:8]3[C:7](=[O:21])[C:6]=2[CH:22]=1.O>CN(C)C=O>[F:1][C:2]1[CH:3]=[CH:4][C:5]2[N:11]3[CH:12]=[N:13][C:14]([C:15]([N:11]4[CH:10]=[CH:14][N:13]=[CH:12]4)=[O:16])=[C:10]3[C@@H:9]3[CH2:18][CH2:19][CH2:20][N:8]3[C:7](=[O:21])[C:6]=2[CH:22]=1. Procedure details: 14.53 g (89.6 mmol) of N,N'-carbonyldiimidazole are introduced portion wise into a suspension of 20 g (66.4 mmol) of (S)-7-fluoro-11,12,13,13a-tetrahydro-9-oxo-9H-imidazo[1,5-a]pyrrolo[2,1-c][1,4]benzodiazepine-1-carboxylic acid in 70 ml of N,N-dimethylformamide. The solution obtained is stirred at room temperature and at 50°, in each case for 1 hour, and is then poured into about 300 ml of water. After stirring for 20 minutes the suspension obtained is suction filtered and the residue is washed...